The task is: describe an organic reaction: reactants, conditions, products, and yield. This data is from the Open Reaction Database (ORD), a public repository of structured organic reaction records. Starting materials: CC1=C(N)C=CC(=C1)I (2-methyl-4-iodoaniline), FC=1C=C(C(=O)O)C=CN1 (2-fluoroisonicotinic acid). The product is CC1=C(C=CC(=C1)I)NC1=C(C(=O)O)C=CN=C1 (3-[(2-methyl-4-iodophenyl)amino]isonicotinic acid). RXN SMILES: [CH3:1][C:2]1[CH:8]=[C:7]([I:9])[CH:6]=[CH:5][C:3]=1[NH2:4].F[C:11]1[CH:12]=[C:13]([CH:17]=[CH:18][N:19]=1)[C:14]([OH:16])=[O:15]>>[CH3:1][C:2]1[CH:8]=[C:7]([I:9])[CH:6]=[CH:5][C:3]=1[NH:4][C:17]1[CH:18]=[N:19][CH:11]=[CH:12][C:13]=1[C:14]([OH:16])=[O:15]. Procedure details: Synthesized as intermediate 1 by reacting 4.7 mmol of 2-methyl-4-iodoaniline with 7.0 mmol 2-fluoroisonicotinic acid. LC/MS [(5.3 min; 355 (M+1)]. See detailed procedure in Example 3. Starting materials: O1N=C(OCC1)\C(=N/O)\C1=C(C=CC=C1)O (Z-(5,6-dihydro-1,4,2-dioxazin-3-yl)-(2-hydroxy-phenyl)-methanone oxime), C([O-])([O-])=O.[Na+].[Na+] (sodium carbonate), Cl (hydrochloric acid), S(=O)(=O)(OC)OC (dimethyl sulphate). The solvent is CN(C=O)C (dimethylformamide). Run at time 16 hour. Yields the product CO\N=C(\C1=C(C=CC=C1)O)/C1=NOCCO1 (Z-(5,6-dihydro-1,4,2-dioxazin-3-yl)-(2-hydroxy-phenyl)-methanone O-methyl-oxime). Isolated yield 62.7%. RXN SMILES: [O:1]1[CH2:6][CH2:5][O:4][C:3](/[C:7](/[C:10]2[CH:15]=[CH:14][CH:13]=[CH:12][C:11]=2[OH:16])=[N:8]\[OH:9])=[N:2]1.[C:17](=O)([O-])[O-].[Na+].[Na+].S(OC)(OC)(=O)=O.Cl>CN(C)C=O>[CH3:17][O:9]/[N:8]=[C:7](\[C:3]1[O:4][CH2:5][CH2:6][O:1][N:2]=1)/[C:10]1[CH:15]=[CH:14][CH:13]=[CH:12][C:11]=1[OH:16] |f:1.2.3|. Reported procedure: 1.2 g (0.0054 mol) of Z-(5,6-dihydro-1,4,2-dioxazin-3-yl)-(2-hydroxy-phenyl)-methanone oxime (V-1) in 5 ml of dimethylformamide are stirred at 20° C. together with 0.66 g (0.0062 mol) of sodium carbonate initially for 30 minutes. 0.83 g (0.00658 mol) of dimethyl sulphate is then added and stirring is continued at 20° C. for a further 16 hours. The reaction mixture is adjusted to a slightly acidic pH using 2 N aqueous hydrochloric acid and extracted with ethyl acetate. The organic phase is dried ... The reactants are C(C(=O)O)(=O)O (oxalic acid), COC=1CC=2CC[C@H]3[C@H]4CC[C@H]([C@@]4(C)CC[C@@H]3C2CC1)CO ((14β,17α)-3-methoxyestra-2,5(10)-diene-17-methanol). Run in O (water), CO (methanol), O1CCCC1 (tetrahydrofuran), O (water). Conditions: time 1.5 hour. Yields the product OC[C@H]1[C@]2(C)[C@H](CC1)[C@@H]1CCC=3CC(CCC3[C@H]1CC2)=O ((14β,17α)-17-(hydroxymethyl)estr-5(10)-en-3-one). Yield: 69.9%. Reaction SMILES: C[O:2][C:3]1[CH2:4][C:5]2[CH2:6][CH2:7][C@@H:8]3[C@@H:17]([C:18]=2[CH2:19][CH:20]=1)[CH2:16][CH2:15][C@@:13]1([CH3:14])[C@@H:9]3[CH2:10][CH2:11][C@H:12]1[CH2:21][OH:22].C(O)(=O)C(O)=O>CO.O1CCCC1.O>[OH:22][CH2:21][C@@H:12]1[CH2:11][CH2:10][C@@H:9]2[C@H:8]3[C@H:17]([CH2:16][CH2:15][C@:13]12[CH3:14])[C:18]1[CH2:19][CH2:20][C:3](=[O:2])[CH2:4][C:5]=1[CH2:6][CH2:7]3. Procedure: A solution of (14β,17α)-3-methoxyestra-2,5(10)-diene-17-methanol (Example 1, step iii; 0.30 g) in a mixture of methanol (3 ml) and tetrahydrofuran (2.1 ml) was treated with a solution of oxalic acid (0.105 g) in water (1.8 ml). After 1.5 h stirring at room temperature, the reaction mixture was poured into water and the product was extracted into ethyl acetate. The combined organic phases were washed with a saturated aqueous solution of sodium hydrogencarbonate and brine, dried over sodium sulfat... Starting materials: [I-] (iodide), IC=1C=C(C[C@H](N)C(=O)O)C=CC1O (3-iodo-L-tyrosine), [I-] (iodide). The product is N[C@@H](CC1=CC=C(C=C1)O)C(=O)O (Tyrosine). RXN SMILES: [I-].I[C:3]1[CH:4]=[C:5]([CH:12]=[CH:13][C:14]=1[OH:15])[CH2:6][C@@H:7]([C:9]([OH:11])=[O:10])[NH2:8]>>[NH2:8][C@H:7]([C:9]([OH:11])=[O:10])[CH2:6][C:5]1[CH:4]=[CH:3][C:14]([OH:15])=[CH:13][CH:12]=1. Procedure: Electrolysis was carried out using the same cell, anode, membrane and procedure as in Example 15, except that the pH of the anolyte and catholyte was 7.0. At 85% iodide conversion, the yield of 3-iodo-L-tyrosine was 58% based on initial iodide. Starting materials: CC(C)(C)C1=CC=C(C=C1C1=C(C=CC(=C1)OC)F)COC1=CC=C(C=C1)[C@@H](CC(=O)OCC)\C=C\CC (Ethyl (3S,4E)-3-(4-(((6-(1,1-dimethylethyl)-2′-fluoro-5′-(methyloxy)-1,1′-biphenyl-3-yl)methyl)oxy)phenyl)-4-heptenoate), [Li+].[OH-] (LiOH). The solvent is C1CCOC1.CO (THF MeOH). Reaction conditions: temperature 23 celsius, time 8 hour. Yields the product CC(C)(C)C1=CC=C(C=C1C1=C(C=CC(=C1)OC)F)COC1=CC=C(C=C1)[C@@H](CC(=O)O)\C=C\CC ((3S,4E)-3-(4-(((6-(1,1-Dimethylethyl)-2′-fluoro-5′-(methyloxy)-1,1′-biphenyl-3-yl)methyl)oxy)phenyl)-4-heptenoic acid). Yield: 34.4%. RXN SMILES: [CH3:1][C:2]([C:5]1[C:10]([C:11]2[CH:16]=[C:15]([O:17][CH3:18])[CH:14]=[CH:13][C:12]=2[F:19])=[CH:9][C:8]([CH2:20][O:21][C:22]2[CH:27]=[CH:26][C:25]([C@H:28](/[CH:35]=[CH:36]/[CH2:37][CH3:38])[CH2:29][C:30]([O:32]CC)=[O:31])=[CH:24][CH:23]=2)=[CH:7][CH:6]=1)([CH3:4])[CH3:3].[Li+].[OH-]>C1COCC1.CO>[CH3:4][C:2]([C:5]1[C:10]([C:11]2[CH:16]=[C:15]([O:17][CH3:18])[CH:14]=[CH:13][C:12]=2[F:19])=[CH:9][C:8]([CH2:20][O:21][C:22]2[CH:23]=[CH:24][C:25]([C@H:28](/[CH:35]=[CH:36]/[CH2:37][CH3:38])[CH2:29][C:30]([OH:32])=[O:31])=[CH:26][CH:27]=2)=[CH:7][CH:6]=1)([CH3:1])[CH3:3] |f:1.2,3.4|. Reported procedure: To a solution of 18.3 (0.040 g, 0.077 mmol) in THF/MeOH (2/1) (1.5 mL) was added LiOH (0.50 mL, 0.50 mmol). The resulting mixture was stirred overnight at 23° C., quenched with excess 1 N HCl, and extracted with EtOAc. The combined organic layers were dried over Na2SO4 and concentrated. The residue was purified by silica gel chromatography (0 to 40% EtOAc/hexanes) to afford 18 (0.0130 g, 34% yield). MS ESI (neg.) m/e: 489.2 (M−H)+.